This data is from the Open Reaction Database (ORD), a public repository of structured organic reaction records. The task is: describe an organic reaction: reactants, conditions, products, and yield Starting materials: O=C([O-])O, ClCc1cn2c(n1)CN=C(c1ccccn1)c1cc(I)ccc1-2, [Na+], C1COCCO1, O. The product is OCc1cn2c(n1)CN=C(c1ccccn1)c1cc(I)ccc1-2. Reaction SMILES: [C:24]([OH:25])(=[O:26])[O-:27].[Cl:1][CH2:2][c:3]1[n:4][c:5]2[n:6]([cH:23]1)-[c:7]1[c:8]([cH:18][c:19]([I:22])[cH:20][cH:21]1)[C:9]([c:12]1[n:13][cH:14][cH:15][cH:16][cH:17]1)=[N:10][CH2:11]2.[Na+:28].[O:29]1[CH2:30][CH2:31][O:32][CH2:33][CH2:34]1.[OH2:35]>>[CH2:2]([c:3]1[n:4][c:5]2[n:6]([cH:23]1)-[c:7]1[c:8]([cH:18][c:19]([I:22])[cH:20][cH:21]1)[C:9]([c:12]1[n:13][cH:14][cH:15][cH:16][cH:17]1)=[N:10][CH2:11]2)[OH:25]. The reactants are Cc1cccc2ccccc12, Cn1ccnc1, [Cu]I, CNC(=O)c1cc(Br)cc(C)c1N, N#C[Na], O. Yields the product CNC(=O)c1cc(C#N)cc(C)c1N. Reaction SMILES: [CH3:14][c:15]1[c:16]2[c:17]([cH:18][cH:19][cH:20][cH:21]2)[cH:22][cH:23][cH:24]1.[CH3:28][n:29]1[cH:30][n:31][cH:32][cH:33]1.[Cu:34][I:35].[NH2:1][c:2]1[c:3]([C:4](=[O:5])[NH:6][CH3:7])[cH:8][c:9]([Br:13])[cH:10][c:11]1[CH3:12].[Na:25][C:26]#[N:27].[OH2:36]>>[NH2:1][c:2]1[c:3]([C:4](=[O:5])[NH:6][CH3:7])[cH:8][c:9]([C:26]#[N:27])[cH:10][c:11]1[CH3:12]. The reactants are C(C)(C)(C)OC(=O)N[C@@H]1C(N([C@H]1C)OCC(=O)OC(C1=CC=CC=C1)C1=CC=CC=C1)=O ((3S-trans)-[[3-[(t-Butyloxycarbonyl)amino]-4-methyl-2-oxo-1-azetidinyl]oxy]acetic acid. diphenylmethyl ester), C1(=CC=CC=C1)OC (anisole), FC(C(=O)O)(F)F (trifluoroacetic acid). Product: FC(C(=O)O)(F)F.N[C@@H]1C(N(C1C)OCC(=O)O)=O ((3S)-[[3-amino-4-methyl-2-oxo-1-azetidinyl]oxy]acetic acid, trifluoroacetate salt). Reaction SMILES: C(OC([NH:8][C@H:9]1[C@H:12]([CH3:13])[N:11]([O:14][CH2:15][C:16]([O:18]C(C2C=CC=CC=2)C2C=CC=CC=2)=[O:17])[C:10]1=[O:32])=O)(C)(C)C.C1(OC)C=CC=CC=1.[F:41][C:42]([F:47])([F:46])[C:43]([OH:45])=[O:44]>>[F:41][C:42]([F:47])([F:46])[C:43]([OH:45])=[O:44].[NH2:8][C@H:9]1[CH:12]([CH3:13])[N:11]([O:14][CH2:15][C:16]([OH:18])=[O:17])[C:10]1=[O:32] |f:3.4|. Procedure: (3S-trans)-[[3-[(t-Butyloxycarbonyl)amino]-4-methyl-2-oxo-1-azetidinyl]oxy]acetic acid. diphenylmethyl ester (4.4 g1 10.0 mmol) was dissolved in a solution of 33 ml of trifluoroacetic acid and anisole (3.3 ml; 30.0 mmol) at -10° C. The mixture was evaporated in vacuo 10 minutes later and the residue was stirred with ether, filtered off and dried over P2O5 to give colorless crystals of (3S)-[[3-amino-4-methyl-2-oxo-1-azetidinyl]oxy]acetic acid, trifluoroacetate salt (yield 2.87 g). The salt (2.87... The reactants are Cc1ccccc1, O=C(Cl)Cl, Nc1ccc(F)c(Cl)c1. Product: O=C=Nc1ccc(F)c(Cl)c1. As a reaction SMILES: [CH3:14][c:15]1[cH:16][cH:17][cH:18][cH:19][cH:20]1.[Cl:10][C:11]([Cl:12])=[O:13].[Cl:1][c:2]1[cH:3][c:4]([NH2:5])[cH:6][cH:7][c:8]1[F:9]>>[Cl:1][c:2]1[cH:3][c:4]([N:5]=[C:11]=[O:13])[cH:6][cH:7][c:8]1[F:9]. The reactants are solid, BrC1=CC(=C(C=2C=C3N(C12)CCCNC3=O)F)F (7-bromo-9,10-difluoro-2,3,4,5-tetrahydro-[1,4]diazepino[1,2-a]indol-1-one), BrC1=CC(=C(C=2C=C3N(C12)CCCNC3=O)F)F (7-bromo-9,10-difluoro-2,3,4,5-tetrahydro-[1,4]diazepino[1,2-a]indol-1-one), FC1=CC=C(C=C1)B(O)O (4-fluoro-phenylboronic acid). Yields the product FC1=C(C=2C=C3N(C2C(=C1)C1=CC=C(C=C1)F)CCCNC3=O)F (9,10-Difluoro-7-(4-fluoro-phenyl)-2,3,4,5-tetrahydro-[1,4]diazepino[1,2-a]indol-1-one). Reaction SMILES: Br[C:2]1[C:10]2[N:9]3[CH2:11][CH2:12][CH2:13][NH:14][C:15](=[O:16])[C:8]3=[CH:7][C:6]=2[C:5]([F:17])=[C:4]([F:18])[CH:3]=1.[F:19][C:20]1[CH:25]=[CH:24][C:23](B(O)O)=[CH:22][CH:21]=1>>[F:18][C:4]1[CH:3]=[C:2]([C:23]2[CH:24]=[CH:25][C:20]([F:19])=[CH:21][CH:22]=2)[C:10]2[N:9]3[CH2:11][CH2:12][CH2:13][NH:14][C:15](=[O:16])[C:8]3=[CH:7][C:6]=2[C:5]=1[F:17]. Procedure: The title compound, light grey solid (79 mg, 96%), MS (ISP) m/z=331.2 [(M+H)+], mp 287° C., was prepared in accordance with the general method of example 1 from 7-bromo-9,10-difluoro-2,3,4,5-tetrahydro-[1,4]diazepino[1,2-a]indol-1-one (intermediate 5) (78.8 mg, 0.25 mmol) and commercially available 4-fluoro-phenylboronic acid (45.5 mg, 0.325 mmol). Starting materials: [H][H] (hydrogen), COC(CCCOC1=C(C=C(C(=C1)[N+](=O)[O-])C(=O)N1C(CCC1)CO)OC)=O (4-[4-(2-Hydroxymethyl-pyrrolidine-1-carbonyl)-2-methoxy-5-nitro-phenoxy]-butyric acid methyl ester), CCOC(=O)C (EtOAc). The reagents and catalysts are [Pd] (Pd/C). Run in C(C)O (ethanol), C(C)O (ethanol). Yields the product COC(CCCOC1=C(C=C(C(=C1)N)C(=O)N1C(CCC1)CO)OC)=O (4-[5-Amino-4-(2-hydroxymethyl-pyrrolidine-1-carbonyl)-2-methoxy-phenoxy]-butyric acid methyl ester). RXN SMILES: [CH3:1][O:2][C:3](=[O:28])[CH2:4][CH2:5][CH2:6][O:7][C:8]1[CH:13]=[C:12]([N+:14]([O-])=O)[C:11]([C:17]([N:19]2[CH2:23][CH2:22][CH2:21][CH:20]2[CH2:24][OH:25])=[O:18])=[CH:10][C:9]=1[O:26][CH3:27].[H][H].CCOC(C)=O>C(O)C.[Pd]>[CH3:1][O:2][C:3](=[O:28])[CH2:4][CH2:5][CH2:6][O:7][C:8]1[CH:13]=[C:12]([NH2:14])[C:11]([C:17]([N:19]2[CH2:23][CH2:22][CH2:21][CH:20]2[CH2:24][OH:25])=[O:18])=[CH:10][C:9]=1[O:26][CH3:27]. Procedure: The nitro ester 14 (38.4 g, 97 mmol) was dissolved in ethanol (2 batches of 19.2 g in 200 mL ethanol per 500 mL hydrogenation flask). 10% Pd/C was added as a slurry in ethanol (1 g per batch) and the mixture was hydrogenated in a Parr hydrogenation apparatus at 40 psi until no further hydrogen uptake was observed. Reaction completion was confirmed by TLC analysis (EtOAc) and the mixture was filtered through celite. The solvent was removed in vacuo and the amine 15 was used directly in the next s...